This data is from the Open Reaction Database (ORD), a public repository of structured organic reaction records. The task is: describe an organic reaction: reactants, conditions, products, and yield Starting materials: COC([C@@H](NC([C@H](NC([C@@H](NC([C@@H](NC([C@@H](NC(=O)OCC1=CC=CC=C1)CC1=CNC2=CC=CC=C12)=O)CO)=O)CC1=CC=C(C=C1)O)=O)CC(N)=O)=O)CC(C)C)=O (Nα -Benzyloxycarbonyl-L-tryptophyl-L-seryl-L-tyrosyl-D-asparaginyl-L-leucine methyl ester), [H][H] (hydrogen). The reagents and catalysts are [Pd] (palladium-on-carbon). The solvent is CO (methanol). The product is COC([C@@H](NC([C@H](NC([C@@H](NC([C@@H](NC([C@@H](N)CC1=CNC2=CC=CC=C12)=O)CO)=O)CC1=CC=C(C=C1)O)=O)CC(N)=O)=O)CC(C)C)=O (L-Tryptophyl-L-seryl-L-tyrosyl-D-asparaginyl-L-leucine methyl ester). As a reaction SMILES: [CH3:1][O:2][C:3](=[O:60])[C@H:4]([CH2:56][CH:57]([CH3:59])[CH3:58])[NH:5][C:6](=[O:55])[C@@H:7]([CH2:51][C:52](=[O:54])[NH2:53])[NH:8][C:9](=[O:50])[C@H:10]([CH2:42][C:43]1[CH:48]=[CH:47][C:46]([OH:49])=[CH:45][CH:44]=1)[NH:11][C:12](=[O:41])[C@H:13]([CH2:39][OH:40])[NH:14][C:15](=[O:38])[C@H:16]([CH2:28][C:29]1[C:37]2[C:32](=[CH:33][CH:34]=[CH:35][CH:36]=2)[NH:31][CH:30]=1)[NH:17]C(OCC1C=CC=CC=1)=O.[H][H]>[Pd].CO>[CH3:1][O:2][C:3](=[O:60])[C@H:4]([CH2:56][CH:57]([CH3:58])[CH3:59])[NH:5][C:6](=[O:55])[C@@H:7]([CH2:51][C:52](=[O:54])[NH2:53])[NH:8][C:9](=[O:50])[C@H:10]([CH2:42][C:43]1[CH:48]=[CH:47][C:46]([OH:49])=[CH:45][CH:44]=1)[NH:11][C:12](=[O:41])[C@H:13]([CH2:39][OH:40])[NH:14][C:15](=[O:38])[C@H:16]([CH2:28][C:29]1[C:37]2[C:32](=[CH:33][CH:34]=[CH:35][CH:36]=2)[NH:31][CH:30]=1)[NH2:17]. Reported procedure: Nα -Benzyloxycarbonyl-L-tryptophyl-L-seryl-L-tyrosyl-D-asparaginyl-L-leucine methyl ester, 3.75 g. is dissolved in 200 ml. of absolute methanol, 375 mg. of 20% palladium-on-carbon added and the material reduced with hydrogen during 50 minutes. The catalyst is removed by filtration and the filtrate evaporated under reduced pressure; 1.83 g. The catalyst is extracted with 400 ml. of boiling methanol, separated by filtration and the filtrate evaporated to yield 1.22 g. of additional product. Starting materials: C(#N)C=1C=NC2=CC(=CC=C2C1)OC (3-Cyano-7-methoxyquinoline), [Cl-].[Cl-].[Cl-].[Al+3] (aluminium trichloride), [Cl-].[Cl-].[Cl-].[Al+3] (aluminium trichloride). The solvent is C1=CC=CC=C1 (benzene). Conditions: time 1 hour. Yields the product C(#N)C=1C=NC2=CC(=CC=C2C1)O (3-cyano-7-hydroxyquinoline). Isolated yield 66.6%. Reaction SMILES: [C:1]([C:3]1[CH:4]=[N:5][C:6]2[C:11]([CH:12]=1)=[CH:10][CH:9]=[C:8]([O:13]C)[CH:7]=2)#[N:2].[Cl-].[Cl-].[Cl-].[Al+3]>C1C=CC=CC=1>[C:1]([C:3]1[CH:4]=[N:5][C:6]2[C:11]([CH:12]=1)=[CH:10][CH:9]=[C:8]([OH:13])[CH:7]=2)#[N:2] |f:1.2.3.4|. Reported procedure: 3-Cyano-7-methoxyquinoline (380 mg, 2.1 mmol) was suspended in benzene (10 ml), aluminium trichloride (826 mg, 6.2 mmol) was added and the mixture heated at reflux for 30 minutes. More aluminium trichloride (275 mg, 2.1 mmol) was added and the mixture refluxed for a further 2 hours. The solvent was evaporated, the dark green solid was added to ice and extracted with ethyl acetate. The organic phase was washed with brine, dried (MgSO4) and evaporated. The solid was found to contain some aluminium... The reactants are OCC1(CC=2N(CCS1)C(=NN2)C2(CC2)C2=CC=C(C=C2)C2=NC=C(C(=O)O)C=C2)C (6-(4-{1-[8-(Hydroxymethyl)-8-methyl-5,6,8,9-tetrahydro[1,2,4]triazolo[4,3-d][1,4]thiazepin-3-yl]cyclopropyl}phenyl)nicotinic acid), Cl.CNC (dimethylamine hydrochloride), N,N-dimethylaminopyridine, Cl.C(C)N=C=NCCCN(C)C (1-ethyl-3-(3-dimethylaminopropyl)carbodiimide hydrochloride), C(O)([O-])=O.[Na+] (sodium hydrogencarbonate). Run in CN(C=O)C (N,N-dimethylformamide). Yields the product OCC1(CC=2N(CCS1)C(=NN2)C2(CC2)C2=CC=C(C=C2)C2=NC=C(C(=O)N(C)C)C=C2)C (6-(4-{1-[8-(Hydroxymethyl)-8-methyl-5,6,8,9-tetrahydro[1,2,4]triazolo[4,3-d][1,4]thiazepin-3-yl]cyclopropyl}phenyl)-N,N-dimethylnicotinamide). Yield: 95.9%. RXN SMILES: [OH:1][CH2:2][C:3]1([CH3:31])[S:9][CH2:8][CH2:7][N:6]2[C:10]([C:13]3([C:16]4[CH:21]=[CH:20][C:19]([C:22]5[CH:30]=[CH:29][C:25]([C:26](O)=[O:27])=[CH:24][N:23]=5)=[CH:18][CH:17]=4)[CH2:15][CH2:14]3)=[N:11][N:12]=[C:5]2[CH2:4]1.Cl.[CH3:33][NH:34][CH3:35].Cl.C(N=C=NCCCN(C)C)C.C(=O)([O-])O.[Na+]>CN(C)C=O>[OH:1][CH2:2][C:3]1([CH3:31])[S:9][CH2:8][CH2:7][N:6]2[C:10]([C:13]3([C:16]4[CH:17]=[CH:18][C:19]([C:22]5[CH:30]=[CH:29][C:25]([C:26]([N:34]([CH3:35])[CH3:33])=[O:27])=[CH:24][N:23]=5)=[CH:20][CH:21]=4)[CH2:14][CH2:15]3)=[N:11][N:12]=[C:5]2[CH2:4]1 |f:1.2,3.4,5.6|. Reported procedure: A solution of the compound (150 mg, 0.344 mmol) obtained in Example 66, dimethylamine hydrochloride (140 mg, 1.72 mmol), N,N-dimethylaminopyridine (4 mg, 34 μmol), and 1-ethyl-3-(3-dimethylaminopropyl)carbodiimide hydrochloride (198 mg, 1.03 mmol) in N,N-dimethylformamide (3.00 mL) was stirred at room temperature for 1.5 h. Saturated aqueous sodium hydrogencarbonate (100 mL) was added to the reaction mixture, the mixture was extracted with dichloromethane, and the organic layer was washed with w...